From a dataset of the Open Reaction Database (ORD), a public repository of structured organic reaction records. describe an organic reaction: reactants, conditions, products, and yield Reactants: CN(C)P(=O)(N(C)C)N(C)C, O=C(O)c1cnccc1Cl, CCI, [Na+], [OH-], O. The product is CCOC(=O)c1cnccc1Cl. Reaction SMILES: [CH3:16][N:17]([CH3:18])[P:19](=[O:20])([N:21]([CH3:22])[CH3:23])[N:24]([CH3:25])[CH3:26].[Cl:1][c:2]1[cH:3][cH:4][n:5][cH:6][c:7]1[C:8](=[O:9])[OH:10].[I:13][CH2:14][CH3:15].[Na+:12].[OH-:11].[OH2:27]>>[Cl:1][c:2]1[cH:3][cH:4][n:5][cH:6][c:7]1[C:8](=[O:9])[O:10][CH2:14][CH3:15]. The reactants are C=CCC(NC(=O)OC(C)(C)C)c1ccccc1Br, ClCCl, CC=C(C)C, [Na+], C1CCOC1, [OH-], OO. Yields the product CC(C)(C)OC(=O)NC(CCCO)c1ccccc1Br. Reaction SMILES: [Br:6][c:7]1[c:8]([CH:13]([CH2:14][CH:15]=[CH2:16])[NH:17][C:18]([O:19][C:20]([CH3:21])([CH3:22])[CH3:23])=[O:24])[cH:9][cH:10][cH:11][cH:12]1.[CH2:34]([Cl:35])[Cl:36].[CH3:1][C:2](=[CH:3][CH3:4])[CH3:5].[Na+:26].[O:29]1[CH2:30][CH2:31][CH2:32][CH2:33]1.[OH-:25].[OH:27][OH:28]>>[Br:6][c:7]1[c:8]([CH:13]([CH2:14][CH2:15][CH2:16][OH:25])[NH:17][C:18]([O:19][C:20]([CH3:21])([CH3:22])[CH3:23])=[O:24])[cH:9][cH:10][cH:11][cH:12]1. The reactants are [BH4-].[Na+] (Sodium borohydride), CC1=C(C=2C(C(CCC2C(=C1)Cl)(Cl)Cl)=O)CCC(=O)[O-] (3-(2-methyl-8-oxo-5,6,7,8-tetrahydro-4,7,7-trichloronaphthalen-1-yl)propanoate), C(C)O (ethanol). Reagents/catalysts: [BH4-].[Na+] (sodium borohydride), [BH4-].[Na+] (sodium borohydride). Conditions: time 15 minute. Product: OC1C(CCC=2C(=CC(=C(C12)CCC(=O)OCC)C)Cl)(Cl)Cl (Ethyl 3-(8-hydroxy2-methyl-5,6,7,8-tetrahydro-4,7,7-trichloronaphthalen-1-yl)propanoate). As a reaction SMILES: [BH4-].[Na+].[CH3:3][C:4]1[CH:13]=[C:12]([Cl:14])[C:11]2[CH2:10][CH2:9][C:8]([Cl:16])([Cl:15])[C:7](=[O:17])[C:6]=2[C:5]=1[CH2:18][CH2:19][C:20]([O-:22])=[O:21].[CH2:23](O)[CH3:24]>[BH4-].[Na+]>[OH:17][CH:7]1[C:6]2[C:5]([CH2:18][CH2:19][C:20]([O:22][CH2:23][CH3:24])=[O:21])=[C:4]([CH3:3])[CH:13]=[C:12]([Cl:14])[C:11]=2[CH2:10][CH2:9][C:8]1([Cl:16])[Cl:15] |f:0.1,4.5|. Reported procedure: Sodium borohydride (0.19 g, 5.02 mmoles) was added to a solution of 3-(2-methyl-8-oxo-5,6,7,8-tetrahydro-4,7,7-trichloronaphthalen-1-yl)propanoate (7.38 g, 20.3 mmoles) in ethanol (60 ml) which had been cooled in an ice-water bath. The reaction was allowed to stir for 15 minutes. Tlc (silica-CH2Cl2) showed reaction not complete. Add 20 mg of sodium borohydride first stirred in the cold for 15 minutes. Repeat addition of 20 mg of sodium borohydride with 15 minutes stirring in the cold twice more ... Starting materials: Cl (hydrochloric acid), [I-].[Na+] (sodium iodide), COC1=CC=C(CCl)C=C1 (4-methoxybenzyl chloride), [C@@H]1([C@H](O)[C@H](O)[C@@H](CO)O1)N1C=NC=2C(=O)NC(N)=NC12 (Guanosine). The solvent is CS(=O)C (dimethylsulfoxide), CO (Methanol). Conditions: time 19 hour. Product: Cl.Cl.COC1=CC=C(CN2C=NC=3N=C(NC(C23)=O)N)C=C1 (7-(4-methoxybenzyl)guanine dihydrochloride). Isolated yield 34.8%. As a reaction SMILES: [C@@H]1([N:10]2[C:20]3[N:19]=[C:17]([NH2:18])[NH:16][C:14](=[O:15])[C:13]=3[N:12]=[CH:11]2)O[C@H](CO)[C@@H](O)[C@H]1O.[I-].[Na+].[CH3:23][O:24][C:25]1[CH:32]=[CH:31][C:28]([CH2:29][Cl:30])=[CH:27][CH:26]=1.[ClH:33]>CS(C)=O.CO>[ClH:30].[ClH:33].[CH3:23][O:24][C:25]1[CH:32]=[CH:31][C:28]([CH2:29][N:12]2[C:13]3[C:14](=[O:15])[NH:16][C:17]([NH2:18])=[N:19][C:20]=3[N:10]=[CH:11]2)=[CH:27][CH:26]=1 |f:1.2,7.8.9|. Reported procedure: Guanosine (5.7 g; 20.0 mmol) was dissolved in 13.2 ml of dimethylsulfoxide. To this solution were added sodium iodide (0.6 g; 4 mmol) and 4-methoxybenzyl chloride (6.8 ml; 50.2 mmol), and the mixture was stirred at room temperature for 19 h. Conc. hydrochloric acid (10 ml) was added thereto, and stirred at 45° C. for 1 h. The mixture was cooled down to room temperature. Methanol (50 ml) was added thereto, and the mixture was stirred at room temperature for 3 h. The crystals precipitated were fil... Reaction conditions: time 15 minute. Procedure: 1-Chloro-N,N,2-trimethylpropenylamine (166 μL; 1.25 mmol) was added to a mixture of 5-(tert-butoxycarbonylamino)methyl-2-chloro benzoic acid (263 mg; 0.92 mmol) in MeCN (10 mL) and stirred at rt for 15 min. Pyridine (198 μL; 2.51 mmol) and 5-amino-2-(2-methoxyethoxy)-benzoic acid ethyl ester (200 mg; 0.84 mmol) was added and it was stirred at rt overnight. The mixture was filtered through a pad of Alox B, washed with DMF/MeOH 9/1 and concentrated i. vac. The residue was mixed with 15 mL MeOH and... As a reaction SMILES: ClC(N(C)C)=C(C)C.[C:9]([O:13][C:14]([NH:16][CH2:17][C:18]1[CH:19]=[CH:20][C:21]([Cl:27])=[C:22]([CH:26]=1)[C:23]([OH:25])=O)=[O:15])([CH3:12])([CH3:11])[CH3:10].N1C=CC=CC=1.C([O:36][C:37](=[O:50])[C:38]1[CH:43]=[C:42]([NH2:44])[CH:41]=[CH:40][C:39]=1[O:45][CH2:46][CH2:47][O:48][CH3:49])C>CC#N>[C:9]([O:13][C:14]([NH:16][CH2:17][C:18]1[CH:19]=[CH:20][C:21]([Cl:27])=[C:22]([CH:26]=1)[C:23]([NH:44][C:42]1[CH:41]=[CH:40][C:39]([O:45][CH2:46][CH2:47][O:48][CH3:49])=[C:38]([CH:43]=1)[C:37]([OH:50])=[O:36])=[O:25])=[O:15])([CH3:10])([CH3:11])[CH3:12]. Solvent: CC#N (MeCN). Yields the product C(C)(C)(C)OC(=O)NCC=1C=CC(=C(C(=O)NC=2C=CC(=C(C(=O)O)C2)OCCOC)C1)Cl (5-[5-(tert-Butoxycarbonylamino-methyl)-2-chloro-benzoylamino]-2-[2-(methoxy)ethoxy]-benzoic acid). Reactants: ClC(=C(C)C)N(C)C (1-Chloro-N,N,2-trimethylpropenylamine), C(C)(C)(C)OC(=O)NCC=1C=CC(=C(C(=O)O)C1)Cl (5-(tert-butoxycarbonylamino)methyl-2-chloro benzoic acid), N1=CC=CC=C1 (Pyridine), C(C)OC(C1=C(C=CC(=C1)N)OCCOC)=O (5-amino-2-(2-methoxyethoxy)-benzoic acid ethyl ester). The reactants are [OH-].[Na+] (NaOH), Cl.C(C)(=O)OCC (HCl ethyl acetate), [H-].[Al+3].[Li+].[H-].[H-].[H-] (lithium aluminium hydride), C1(CCCC1)OC1=C(C=C(C=C1)C=C[N+](=O)[O-])OC (1-cyclopentyloxy-2-methoxy-4-(2-nitro-vinyl)-benzene). Solvent: O (water), O (water), C(C)(=O)OCC (ethyl acetate), O1CCCC1 (tetrahydrofuran), O1CCCC1 (tetrahydrofuran). The product is Cl.C1(CCCC1)OC1=C(C=C(C=C1)CCN)OC (2-(4-Cyclopentyloxy-3-methoxy-phenyl)ethylamine Hydrochloride). Isolated yield 71.0%. As a reaction SMILES: [H-].[Al+3].[Li+].[H-].[H-].[H-].[CH:7]1([O:12][C:13]2[CH:18]=[CH:17][C:16]([CH:19]=[CH:20][N+:21]([O-])=O)=[CH:15][C:14]=2[O:24][CH3:25])[CH2:11][CH2:10][CH2:9][CH2:8]1.[OH-].[Na+].[ClH:28].C(OCC)(=O)C>O1CCCC1.C(OCC)(=O)C.O>[ClH:28].[CH:7]1([O:12][C:13]2[CH:18]=[CH:17][C:16]([CH2:19][CH2:20][NH2:21])=[CH:15][C:14]=2[O:24][CH3:25])[CH2:8][CH2:9][CH2:10][CH2:11]1 |f:0.1.2.3.4.5,7.8,9.10,14.15|. Procedure: A slurry under nitrogen of lithium aluminium hydride (3.05 g, 80.34 mmoles) in dry tetrahydrofuran (30 ml), was dropwise added under stirring with a solution of 1-cyclopentyloxy-2-methoxy-4-(2-nitro-vinyl)-benzene (7.05 g, 26.78 mmoles), obtained as described in example 7, in dry tetrahydrofuran (100 ml). At the end of the addition the mixture was refluxed for 2 hours, then cooled in ice and slowly added with water (3.05 ml), 15% NaOH (3.05 ml) and water again (9.15 ml). Off the cooling bath, th... Reactants: C(=O)(OC)[C@@H]1[C@H]2CC[C@@H](C[C@@H]1C1=CC=C(C=C1)I)N2C (2β-Carbomethoxy-3β-(4-Iodophenyl)tropane). Solvent: O.O1CCOCC1 (water dioxane). Yields the product C(=O)(O)[C@@H]1[C@H]2CC[C@@H](C[C@@H]1C1=CC=C(C=C1)I)N2C (2β-Carboxy-3β-(4-Iodophenyl)tropane). RXN SMILES: [C:1]([C@H:5]1[C@@H:11]([C:12]2[CH:17]=[CH:16][C:15]([I:18])=[CH:14][CH:13]=2)[CH2:10][C@H:9]2[N:19]([CH3:20])[C@@H:6]1[CH2:7][CH2:8]2)([O:3]C)=[O:2]>O.O1CCOCC1>[C:1]([C@H:5]1[C@@H:11]([C:12]2[CH:13]=[CH:14][C:15]([I:18])=[CH:16][CH:17]=2)[CH2:10][C@H:9]2[N:19]([CH3:20])[C@@H:6]1[CH2:7][CH2:8]2)([OH:3])=[O:2] |f:1.2|. Reported procedure: A round bottom flask filled with a solution of 100 mg of 2β-Carbomethoxy-3β-(4-Iodophenyl)tropane in 10 mL of 1:1 water/dioxane was heated to a gentle reflux for two days. The solvent was then removed and the white residue was triturated with hot ethyl acetate twice. The remaining solid was dried under in vacuo to yield 90 mg of CIT-acid 7, (93%) as a white solid. The reactants are C(C)OC(=O)C=1NC2=CC=C(C=C2C1C1=CC=CC=C1)OCC1=CC=CC=C1 (5-benzyloxy-3-phenyl-1H-2-indole-carboxylic acid ethylester), [H-].[Na+] (sodium hydride), C(C)OC(CCCCBr)=O (5-bromo-valeric acid ethylester). The solvent is CN(C=O)C (dimethylformamide). Conditions: time 30 minute. Yields the product C(C)OC(CCCCN1C(=C(C2=CC(=CC=C12)OCC1=CC=CC=C1)C1=CC=CC=C1)C(=O)OCC)=O (5-(2-Ethoxycarbonyl-5-benzyloxy-3-phenyl-1H-indole-1-yl)-valeric acid-ethylester). Reaction SMILES: [CH2:1]([O:3][C:4]([C:6]1[NH:7][C:8]2[C:13]([C:14]=1[C:15]1[CH:20]=[CH:19][CH:18]=[CH:17][CH:16]=1)=[CH:12][C:11]([O:21][CH2:22][C:23]1[CH:28]=[CH:27][CH:26]=[CH:25][CH:24]=1)=[CH:10][CH:9]=2)=[O:5])[CH3:2].[H-].[Na+].[CH2:31]([O:33][C:34](=[O:40])[CH2:35][CH2:36][CH2:37][CH2:38]Br)[CH3:32]>CN(C)C=O>[CH2:31]([O:33][C:34](=[O:40])[CH2:35][CH2:36][CH2:37][CH2:38][N:7]1[C:8]2[C:13](=[CH:12][C:11]([O:21][CH2:22][C:23]3[CH:28]=[CH:27][CH:26]=[CH:25][CH:24]=3)=[CH:10][CH:9]=2)[C:14]([C:15]2[CH:20]=[CH:19][CH:18]=[CH:17][CH:16]=2)=[C:6]1[C:4]([O:3][CH2:1][CH3:2])=[O:5])[CH3:32] |f:1.2|. Procedure: An amount of 23.5 g (63.3 m mole) of 5-benzyloxy-3-phenyl-1H-2-indole-carboxylic acid ethylester in absolute dimethylformamide was mixed with 3.0 g (63.3 m mole) of 50% sodium hydride. After 30 minutes, 13.2 g (63.3 m mole) of 5-bromo-valeric acid ethylester were added, and the mixture was stirred for three days. After evaporation, the residue obtained was chromatographed on silicagel (solvent: toluene/acetone (20.1)). The reactants are S1C(=NC2=C1C=CC=C2)NC(=O)C=2C=CC=C1CCN(CC21)C=2SC(=C(N2)C(=O)O)C2=CC=C(C=C2)CO (2-(8-(benzo[d]thiazol-2-ylcarbamoyl)-3,4-dihydroisoquinolin-2(1H)-yl)-5-(4-(hydroxymethyl)phenyl)thiazole-4-carboxylic acid), NC1=C(C(=NN1C(=O)OC(C)(C)C)C=1C=C(OCC2=CC=C(C=C2)C2=C(N=C(S2)N2CC3=C(C=CC=C3CC2)C(N(COCC[Si](C)(C)C)C=2SC3=C(N2)C=CC=C3)=O)C(=O)OCC)C=CC1)C#N (ethyl 5-(4-((3-(5-amino-1-(tert-butoxycarbonyl)-4-cyano-1H-pyrazol-3-yl)phenoxy)methyl)phenyl)-2-(8-(benzo[d]thiazol-2-yl((2-(trimethylsilyl)ethoxy)methyl)carbamoyl)-3,4-dihydroisoquinolin-2(1H)-yl)thiazole-4-carboxylate). Product: NC1=C(C(=NN1)C=1C=C(OCC2=CC=C(C=C2)C2=C(N=C(S2)N2CC3=C(C=CC=C3CC2)C(NC=2SC3=C(N2)C=CC=C3)=O)C(=O)O)C=CC1)C#N (5-(4-((3-(5-amino-4-cyano-1H-pyrazol-3-yl)phenoxy)methyl)phenyl)-2-(8-(benzo[d]thiazol-2-ylcarbamoyl)-3,4-dihydroisoquinolin-2(1H)-yl)thiazole-4-carboxylic acid). RXN SMILES: S1C2C=CC=CC=2N=C1NC(C1C=CC=C2C=1CN(C1SC(C3C=CC(CO)=CC=3)=C(C(O)=O)N=1)CC2)=O.[NH2:39][C:40]1[N:44](C(OC(C)(C)C)=O)[N:43]=[C:42]([C:52]2[CH:53]=[C:54]([CH:103]=[CH:104][CH:105]=2)[O:55][CH2:56][C:57]2[CH:62]=[CH:61][C:60]([C:63]3[S:67][C:66]([N:68]4[CH2:77][CH2:76][C:75]5[C:70](=[C:71]([C:78](=[O:97])[N:79]([C:88]6[S:89][C:90]7[CH:96]=[CH:95][CH:94]=[CH:93][C:91]=7[N:92]=6)COCC[Si](C)(C)C)[CH:72]=[CH:73][CH:74]=5)[CH2:69]4)=[N:65][C:64]=3[C:98]([O:100]CC)=[O:99])=[CH:59][CH:58]=2)[C:41]=1[C:106]#[N:107]>>[NH2:39][C:40]1[NH:44][N:43]=[C:42]([C:52]2[CH:53]=[C:54]([CH:103]=[CH:104][CH:105]=2)[O:55][CH2:56][C:57]2[CH:58]=[CH:59][C:60]([C:63]3[S:67][C:66]([N:68]4[CH2:77][CH2:76][C:75]5[C:70](=[C:71]([C:78](=[O:97])[NH:79][C:88]6[S:89][C:90]7[CH:96]=[CH:95][CH:94]=[CH:93][C:91]=7[N:92]=6)[CH:72]=[CH:73][CH:74]=5)[CH2:69]4)=[N:65][C:64]=3[C:98]([OH:100])=[O:99])=[CH:61][CH:62]=2)[C:41]=1[C:106]#[N:107]. Reported procedure: The title compound 37 was prepared in a similar manner to the synthesis of compound 34 by substituting compound 34D with compound 37A: 1H NMR (DMSO-d6): δ 8.02 (d, J=7.36 Hz, 1H), 7.78 (d, J=7.98 Hz, 1H), 7.33-7.49 (m, 11H), 7.05-7.08 (m, 1H), 5.15 (s, 2H), 4.91 (s, 2H), 3.78 (t, J=6.14 Hz, 2H), 3.08 (t, J=5.83 Hz, 2H). MS (ESI(+)): m/z 725 (M+H).